From a dataset of the Open Reaction Database (ORD), a public repository of structured organic reaction records. describe an organic reaction: reactants, conditions, products, and yield Starting materials: FC1(OC(C2=CC3=C(N=C(O3)C3=C(C=NC=C3)F)C=C21)(F)F)F (5,5,7,7-tetrafluoro-2-(3-fluoropyridin-4-yl)-5,7-dihydro-furo[3′,4′:4,5]benzo[1,2-d]oxazole), [H-].[Na+] (sodium hydride), CN(C)C=O (DMF), FC(CO)(F)F (2,2,2-trifluoroethanol), CN(C)C=O (DMF). Solvent: O (Water). Product: FC1(OC(C2=CC3=C(N=C(O3)C3=C(C=NC=C3)OCC(F)(F)F)C=C21)(F)F)F (5,5,7,7-tetrafluoro-2-[3-(2,2,2-trifluoroethoxy)pyridin-4-yl]-5,7-dihydro-furo[3′,4′:4,5]benzo[1,2-d]oxazole). Isolated yield 71.8%. As a reaction SMILES: [H-].[Na+].CN(C=O)C.[F:8][C:9]([F:13])([F:12])[CH2:10][OH:11].[F:14][C:15]1([F:36])[C:33]2[C:18](=[CH:19][C:20]3[O:24][C:23]([C:25]4[CH:30]=[CH:29][N:28]=[CH:27][C:26]=4F)=[N:22][C:21]=3[CH:32]=2)[C:17]([F:35])([F:34])[O:16]1>O>[F:36][C:15]1([F:14])[C:33]2[C:18](=[CH:19][C:20]3[O:24][C:23]([C:25]4[CH:26]=[CH:27][N:28]=[CH:29][C:30]=4[O:11][CH2:10][C:9]([F:13])([F:12])[F:8])=[N:22][C:21]=3[CH:32]=2)[C:17]([F:34])([F:35])[O:16]1 |f:0.1|. Procedure: A mixture of 44 mg of 60% sodium hydride (in oil) and 2 ml of DMF was stirred at room temperature. To the mixture, a mixture solution of 0.11 g of 2,2,2-trifluoroethanol and 0.5 ml of DMF was added. The mixture solution was stirred for 15 minutes, and then, 0.28 g of 5,5,7,7-tetrafluoro-2-(3-fluoropyridin-4-yl)-5,7-dihydro-furo[3′,4′:4,5]benzo[1,2-d]oxazole was added and stirred at room temperature for one hour. Water was added to the reaction mixture, followed by extraction with ethyl acetate t...